From a dataset of the Open Reaction Database (ORD), a public repository of structured organic reaction records. describe an organic reaction: reactants, conditions, products, and yield Starting materials: CC(C)(C)[Si](C)(C)OCC1CN(C(=O)C(F)(F)F)CC1c1ccccc1, CCCC[N+](CCCC)(CCCC)CCCC, C1CCOC1, [F-]. The product is O=C(N1CC(CO)C(c2ccccc2)C1)C(F)(F)F. As a reaction SMILES: [C:1]([Si:2]([CH3:3])([CH3:4])[O:6][CH2:7][CH:8]1[CH2:9][N:10]([C:19]([C:20]([F:21])([F:22])[F:23])=[O:24])[CH2:11][CH:12]1[c:13]1[cH:14][cH:15][cH:16][cH:17][cH:18]1)([CH3:5])([CH3:25])[CH3:26].[CH2:28]([N+:29]([CH2:30][CH2:31][CH2:32][CH3:33])([CH2:34][CH2:35][CH2:36][CH3:37])[CH2:38][CH2:39][CH2:40][CH3:41])[CH2:42][CH2:43][CH3:44].[CH2:45]1[O:46][CH2:47][CH2:48][CH2:49]1.[F-:27]>>[OH:6][CH2:7][CH:8]1[CH2:9][N:10]([C:19]([C:20]([F:21])([F:22])[F:23])=[O:24])[CH2:11][CH:12]1[c:13]1[cH:14][cH:15][cH:16][cH:17][cH:18]1. Procedure: A mixture of 1.0 g of 3-hydroxy-4-methyl-9-oxo-9H-xanthene, 1.5 g of potassium carbonate, 1.8 g of ethyl bromoacetate and 20 ml of DMF was agitated at 60°-70° C. for 2 hours. After cooling the mixture, 2 g of sodium hydroxide and 40 ml of water were added, and the resulting mixture was stirred at 90°-100° C. for 30 minutes. After cooling, the mixture was rendered acidic with hydrochloric acid and the solid crystal was recovered by filtration, washed with water and dried. Recrystallization from e... Reaction SMILES: [OH:1][C:2]1[CH:3]=[CH:4][C:5]2[C:6](=[O:17])[C:7]3[C:12]([O:13][C:14]=2[C:15]=1[CH3:16])=[CH:11][CH:10]=[CH:9][CH:8]=3.C(=O)([O-])[O-].[K+].[K+].Br[CH2:25][C:26]([O:28]CC)=[O:27].[OH-].[Na+].Cl>O.CN(C=O)C>[CH3:16][C:15]1[C:14]2[O:13][C:12]3[C:7](=[CH:8][CH:9]=[CH:10][CH:11]=3)[C:6](=[O:17])[C:5]=2[CH:4]=[CH:3][C:2]=1[O:1][CH2:25][C:26]([OH:28])=[O:27] |f:1.2.3,5.6|. Starting materials: [OH-].[Na+] (sodium hydroxide), Cl (hydrochloric acid), OC=1C=CC=2C(C3=CC=CC=C3OC2C1C)=O (3-hydroxy-4-methyl-9-oxo-9H-xanthene), C([O-])([O-])=O.[K+].[K+] (potassium carbonate), BrCC(=O)OCC (ethyl bromoacetate). The solvent is O (water), CN(C)C=O (DMF). Conditions: time 2 hour. The product is CC1=C(C=CC=2C(C3=CC=CC=C3OC12)=O)OCC(=O)O (4-methyl-9-oxo-9H-xanthene-3-yloxyacetic acid). The yield is 79.6%. Reactants: C(C)OC(C(CC1=CC=C(C=C1)O)(C)OC1=C(C=CC=C1)OC)=O (3-(4-Hydroxy-phenyl)-2-(2-methoxy-phenoxy)-2-methyl-propionic acid ethyl ester), CC1=C(N=C(O1)C1=CC(=CC=C1)C=1SC=CC1)CCOS(=O)(=O)C1=CC=C(C=C1)C (toluene-4-sulfonic acid 2-[5-methyl-2-(3-thiophen-2-yl-phenyl)-oxazol-4-yl]-ethyl ester), C33H32NO6S. The product is COC1=C(OC(C(=O)O)(CC2=CC=C(C=C2)OCCC=2N=C(OC2C)C2=CC(=CC=C2)C=2SC=CC2)C)C=CC=C1 (2-(2-Methoxy-phenoxy)-2-methyl-3-(4-{2-[5-methyl-2-(3-thiophen-2-yl-phenyl)-oxazol-4-yl]-ethoxy}-phenyl)-propionic acid). RXN SMILES: C([O:3][C:4](=[O:24])[C:5]([O:15][C:16]1[CH:21]=[CH:20][CH:19]=[CH:18][C:17]=1[O:22][CH3:23])([CH3:14])[CH2:6][C:7]1[CH:12]=[CH:11][C:10]([OH:13])=[CH:9][CH:8]=1)C.[CH3:25][C:26]1[O:30][C:29]([C:31]2[CH:36]=[CH:35][CH:34]=[C:33]([C:37]3[S:38][CH:39]=[CH:40][CH:41]=3)[CH:32]=2)=[N:28][C:27]=1[CH2:42][CH2:43]OS(C1C=CC(C)=CC=1)(=O)=O>>[CH3:23][O:22][C:17]1[CH:18]=[CH:19][CH:20]=[CH:21][C:16]=1[O:15][C:5]([CH3:14])([CH2:6][C:7]1[CH:12]=[CH:11][C:10]([O:13][CH2:43][CH2:42][C:27]2[N:28]=[C:29]([C:31]3[CH:36]=[CH:35][CH:34]=[C:33]([C:37]4[S:38][CH:39]=[CH:40][CH:41]=4)[CH:32]=3)[O:30][C:26]=2[CH3:25])=[CH:9][CH:8]=1)[C:4]([OH:3])=[O:24]. Reported procedure: : The title compound was prepared using the representative Standard Procedure (E) from 3-(4-Hydroxy-phenyl)-2-(2-methoxy-phenoxy)-2-methyl-propionic acid ethyl ester and toluene-4-sulfonic acid 2-[5-methyl-2-(3-thiophen-2-yl-phenyl)-oxazol-4-yl]-ethyl ester. 1H NMR (400 MHz, CDCl3): δ 8.05 (d, 2H, J=7.82 Hz), 7.86 (d, 2H, J=8.21 Hz), 7.68 (d, 2H, J=7.82 Hz), 7.45 (t, 1H, J=7.65 Hz), 7.41–7.40 (m, 1H), 7.31–7.30 (m, 1H), 7.19(d, 1H, J=8.40 Hz), 7.10–7.04 (m, 2H), 6.88–6.79 (m, 2H), 6.61 (dd, 1H, ... Reactants: C(=S)(N)N (thiuronium), Cl (hydrochloric acid), SCC(SCCS)CSCC(SCCS)CS (4,8-dimercaptomethyl-1,11-dimercapto-3,6,9-trithiaundecane), SCC(SCCS)CSC(CSCCS)CS (4,7-dimercaptomethyl-1,11-dimercapto-3,6,9-trithiaundecane), SCC(CSCCS)SC(CSCCS)CS (5,7-dimercaptomethyl-1,11-dimercapto-3,6,9-trithiaundecane), ( 4 ), N (ammonia), Cl (hydrochloric acid), aqueous solution, [S-2].[Na+].[Na+] (sodium sulfide), tetraol, NC(=S)N (thiourea). The solvent is C1(=CC=CC=C1)C (toluene), C1(=CC=CC=C1)C (toluene), C1(=CC=CC=C1)C (toluene). Run at temperature 110 celsius, time 120 minute. The product is SCC(CSCCSCCSCCS)(S)CS (bis(mercaptomethyl)-3,6,9-trithia-1,11-undecanedithiol). RXN SMILES: [S-2].[Na+].[Na+].Cl.N[C:6](N)=[S:7].N.SC[CH:12]([CH2:17][S:18][CH2:19][CH:20](CS)[S:21][CH2:22][CH2:23][SH:24])[S:13][CH2:14][CH2:15][SH:16].[SH:27][CH2:28]C(CSC(CS)CSCCS)SCCS.SCC(SC(CS)CSCCS)CSCCS>C1(C)C=CC=CC=1>[SH:27][CH2:28][C:23]([CH2:6][SH:7])([SH:24])[CH2:22][S:21][CH2:20][CH2:19][S:18][CH2:17][CH2:12][S:13][CH2:14][CH2:15][SH:16] |f:0.1.2|. Reported procedure: Subsequently, 150.0 parts by weight of a 17.3% aqueous solution of sodium sulfide was added dropwise over 5.5 hours at 7° C. to 37° C., and the mixture was stirred for 120 minutes. Production of a tetraol compound of formula (4) was confirmed from NMR data. 279.0 parts by weight of 35.5% hydrochloric acid was introduced, and then 125.8 parts by weight of thiourea having a purity of 99.90% was introduced. The mixture was stirred for 3 hours under reflux at 110° C., and thereby a reaction which fo... The product is C(C)(C)(C)C=1C=C(C=C(C1O)C(C)(C)C)C(C(=O)O)Cl ((3,5-Di-tert-butyl-4-hydroxyphenyl)-chloroacetic Acid). Starting materials: C(C)(C)(C)C1=C(C(=CC=C1)C(C)(C)C)O (2,6-di-tert-butylphenol), C(C=O)(=O)O (glyoxylic acid), Cl (hydrogen chloride). Reaction SMILES: [C:1]([C:5]1[CH:10]=[CH:9][CH:8]=[C:7]([C:11]([CH3:14])([CH3:13])[CH3:12])[C:6]=1[OH:15])([CH3:4])([CH3:3])[CH3:2].[C:16]([OH:20])(=[O:19])[CH:17]=O.[ClH:21]>C(O)(=O)C>[C:11]([C:7]1[CH:8]=[C:9]([CH:17]([Cl:21])[C:16]([OH:20])=[O:19])[CH:10]=[C:5]([C:1]([CH3:4])([CH3:3])[CH3:2])[C:6]=1[OH:15])([CH3:14])([CH3:13])[CH3:12]. Procedure details: 309.5 g (1.5 Mol) of 2,6-di-tert-butylphenol and 266.5 g (1.8 mol) of 50% aqueous glyoxylic acid are dissolved in 1400 ml of glacial acetic acid. Then, 200 g (5.5 mol) of gazeous hydrogen chloride are introduced into this solution over a period of 2.5 hours under stirring and cooling in an ice bath to keep the temperature in the 10°-25° C. range. The mixture is then stirred at room temperature overnight, cooled to 10° C., the solid is isolated by filtration on a Buechner funnel and washed with 1... Run in C(C)(=O)O (acetic acid). Run at temperature 10 celsius. The reactants are Brc1ccncc1, CC(=O)[O-], CS(C)=O, ClCCl, Cl, [K+], COc1ccc(N(C(=O)CN2C(=O)CC(=O)Nc3ccccc32)C(C)C)cc1. The product is COc1ccc(N(C(=O)CN2C(=O)CC(=O)N(c3ccncc3)c3ccccc32)C(C)C)cc1. Reaction SMILES: [Br:34][c:35]1[cH:36][cH:37][n:38][cH:39][cH:40]1.[CH3:30][C:31](=[O:32])[O-:33].[CH3:42][S:43]([CH3:44])=[O:45].[Cl:46][CH2:47][Cl:48].[ClH:41].[K+:29].[O:1]=[C:2]1[CH2:3][C:4](=[O:28])[NH:5][c:6]2[c:7]([cH:24][cH:25][cH:26][cH:27]2)[N:8]1[CH2:9][C:10](=[O:11])[N:12]([c:13]1[cH:14][cH:15][c:16]([O:19][CH3:20])[cH:17][cH:18]1)[CH:21]([CH3:22])[CH3:23]>>[O:1]=[C:2]1[CH2:3][C:4](=[O:28])[N:5]([c:35]2[cH:36][cH:37][n:38][cH:39][cH:40]2)[c:6]2[c:7]([cH:24][cH:25][cH:26][cH:27]2)[N:8]1[CH2:9][C:10](=[O:11])[N:12]([c:13]1[cH:14][cH:15][c:16]([O:19][CH3:20])[cH:17][cH:18]1)[CH:21]([CH3:22])[CH3:23].